The task is: describe an organic reaction: reactants, conditions, products, and yield. This data is from the Open Reaction Database (ORD), a public repository of structured organic reaction records. Starting materials: [Na] (Sodium), CO (methanol), C(C1=CC=CC=C1)N1CC(CC1)C1=NC=C(C=N1)Br (2-(1-benzyl-pyrrolidin-3-yl)-5-bromo-pyrimidine). Run at temperature 110 celsius. Product: C(C1=CC=CC=C1)N1CC(CC1)C1=NC=C(C=N1)OC (2-(1-benzylpyrrolidin-3-yl)-5-methoxypyrimidine). Yield: 27.2%. RXN SMILES: [Na].[CH2:2]([N:9]1[CH2:13][CH2:12][CH:11]([C:14]2[N:19]=[CH:18][C:17](Br)=[CH:16][N:15]=2)[CH2:10]1)[C:3]1[CH:8]=[CH:7][CH:6]=[CH:5][CH:4]=1.[CH3:21][OH:22]>>[CH2:2]([N:9]1[CH2:13][CH2:12][CH:11]([C:14]2[N:19]=[CH:18][C:17]([O:22][CH3:21])=[CH:16][N:15]=2)[CH2:10]1)[C:3]1[CH:8]=[CH:7][CH:6]=[CH:5][CH:4]=1 |^1:0|. Procedure: Sodium (362 mg, 15.75 mmol) was added portionwise to methanol (15 mL) at 22° C. until a homogeneous solution was obtained. The solution was then treated with 2-(1-benzyl-pyrrolidin-3-yl)-5-bromo-pyrimidine (1 g, 3.15 mmol) and heated in a sealed tube at 110° C. for 24 h. The mixture was cooled, concentrated in vacuo. The residue was purified by column chromatography to afford 2-(1-benzylpyrrolidin-3-yl)-5-methoxypyrimidine (230 mg 27.2%) as a yellow oil. Product: COC(=O)c1sc(Br)cc1NC1CCC2(CC1)OCCO2. RXN SMILES: [CH2:12]1[CH2:13][O:14][C:15]2([CH2:16][CH2:17][C:18](=[O:21])[CH2:19][CH2:20]2)[O:22]1.[CH2:23]([Sn:24]([Cl:25])([Cl:26])[CH2:27][CH2:28][CH2:29][CH3:30])[CH2:31][CH2:32][CH3:33].[CH2:41]1[O:42][CH2:43][CH2:44][CH2:45]1.[CH3:1][O:2][C:3](=[O:4])[c:5]1[s:6][c:7]([Br:11])[cH:8][c:9]1[NH2:10].[c:34]1([SiH3:35])[cH:36][cH:37][cH:38][cH:39][cH:40]1>>[CH3:1][O:2][C:3](=[O:4])[c:5]1[s:6][c:7]([Br:11])[cH:8][c:9]1[NH:10][CH:18]1[CH2:17][CH2:16][C:15]2([O:14][CH2:13][CH2:12][O:22]2)[CH2:20][CH2:19]1. The reactants are O=C1CCC2(CC1)OCCO2, CCCC[Sn](Cl)(Cl)CCCC, C1CCOC1, COC(=O)c1sc(Br)cc1N, [SiH3]c1ccccc1. Starting materials: CC(=O)[O-], O=C1NOCCN1c1ccc(Cl)c(Cl)c1, [Na+], C1COCCO1. Yields the product O=C1N(CO)OCCN1c1ccc(Cl)c(Cl)c1. Reaction SMILES: [CH3:17][C:18]([O-:19])=[O:20].[Cl:1][c:2]1[cH:3][c:4]([N:9]2[C:10](=[O:15])[NH:11][O:12][CH2:13][CH2:14]2)[cH:5][cH:6][c:7]1[Cl:8].[Na+:16].[O:21]1[CH2:22][CH2:23][O:24][CH2:25][CH2:26]1>>[Cl:1][c:2]1[cH:3][c:4]([N:9]2[C:10](=[O:15])[N:11]([CH2:18][OH:19])[O:12][CH2:13][CH2:14]2)[cH:5][cH:6][c:7]1[Cl:8]. The reactants are BrCCOC=1C=C(C=CC1)C1=NOC2=C1SC=C2 (3-[3-(2-bromo-ethoxy]phenyl]-thieno[2,3-d]isoxazole), C([O-])([O-])=O.[K+].[K+] (potassium carbonate), NC1CCC2=CC=CC=C12 (1-aminoindan). Solvent: C(C)#N (acetonitrile). Yields the product C1(CCC2=CC=CC=C12)NCCOC1=CC(=CC=C1)C1=NOC2=C1SC=C2 (indan-1-yl-[2-(3-thieno[2,3-d]isoxazol-3-yl-phenoxy)-ethyl)-amine). As a reaction SMILES: Br[CH2:2][CH2:3][O:4][C:5]1[CH:6]=[C:7]([C:11]2[C:15]3[S:16][CH:17]=[CH:18][C:14]=3[O:13][N:12]=2)[CH:8]=[CH:9][CH:10]=1.C(=O)([O-])[O-].[K+].[K+].[NH2:25][CH:26]1[C:34]2[C:29](=[CH:30][CH:31]=[CH:32][CH:33]=2)[CH2:28][CH2:27]1>C(#N)C>[CH:26]1([NH:25][CH2:2][CH2:3][O:4][C:5]2[CH:10]=[CH:9][CH:8]=[C:7]([C:11]3[C:15]4[S:16][CH:17]=[CH:18][C:14]=4[O:13][N:12]=3)[CH:6]=2)[C:34]2[C:29](=[CH:30][CH:31]=[CH:32][CH:33]=2)[CH2:28][CH2:27]1 |f:1.2.3|. Procedure: The title compound is prepared from 3-[3-(2-bromo-ethoxy]phenyl]-thieno[2,3-d]isoxazole, potassium carbonate, 1-aminoindan and acetonitrile essentially as described above in example 35. Purity by LC/MS (APCI)=99%, [M+H]+=377. Starting materials: ClC1=C(C(=O)N)C=CC(=N1)Cl (2,6-dichloronicotinamide), NC1=CC=C(C=C1)N1CCN(CC1)C(=O)OCC1=CC=CC=C1 (benzyl 4-(4-aminophenyl)piperazine-1-carboxylate), C[Si](C)(C)[N-][Si](C)(C)C.[Li+] (lithium bis(trimethylsilyl)amide). Run in C1CCOC1 (THF). Run at temperature -78 celsius, time 2 hour. Product: C(N)(=O)C=1C(=NC(=CC1)Cl)NC1=CC=C(C=C1)N1CCN(CC1)C(=O)OCC1=CC=CC=C1 (benzyl 4-(4-(3-carbamoyl-6-chloropyridin-2-ylamino)phenyl)piperazine-1-carboxylate). Isolated yield 92.9%. Reaction SMILES: Cl[C:2]1[N:10]=[C:9]([Cl:11])[CH:8]=[CH:7][C:3]=1[C:4]([NH2:6])=[O:5].[NH2:12][C:13]1[CH:18]=[CH:17][C:16]([N:19]2[CH2:24][CH2:23][N:22]([C:25]([O:27][CH2:28][C:29]3[CH:34]=[CH:33][CH:32]=[CH:31][CH:30]=3)=[O:26])[CH2:21][CH2:20]2)=[CH:15][CH:14]=1.C[Si]([N-][Si](C)(C)C)(C)C.[Li+]>C1COCC1>[C:4]([C:3]1[C:2]([NH:12][C:13]2[CH:14]=[CH:15][C:16]([N:19]3[CH2:20][CH2:21][N:22]([C:25]([O:27][CH2:28][C:29]4[CH:30]=[CH:31][CH:32]=[CH:33][CH:34]=4)=[O:26])[CH2:23][CH2:24]3)=[CH:17][CH:18]=2)=[N:10][C:9]([Cl:11])=[CH:8][CH:7]=1)(=[O:5])[NH2:6] |f:2.3|. Procedure: To a mixture of 2,6-dichloronicotinamide (3 g, 15.71 mmol) and benzyl 4-(4-aminophenyl)piperazine-1-carboxylate (5.38 g, 17.28 mmol) in THF (100 mL) was added lithium bis(trimethylsilyl)amide (55.0 mL, 55.0 mmol) at −78° C. The reaction mixture was stirred at −78° C. for 20 min. and at rt for 2 h. The reaction was quenched with water and extracted three times with ethyl acetate. The combined organic layers were washed with water and concentrated. The residue was purified by MPLC chromatography (... Starting materials: C1(=CC=CC=C1)P(C1=CC=CC=C1)C1=CC=CC=C1 (triphenylphosphane), C([O-])([O-])=O.[Na+].[Na+] (sodium carbonate), BrC=1N=C(C(=NC1)N)C=1SC(=NN1)C1=CC=CC=C1 (5-bromo-3-(5-phenyl-1,3,4-thiadiazol-2-yl)pyrazin-2-amine), BrC1=C(C=C(C(=O)OC)C=C1)C#N (methyl 4-bromo-3-cyano-benzoate), C(C)(=O)[O-].[K+] (potassium acetate), CC1(OB(OC1(C)C)B1OC(C(O1)(C)C)(C)C)C (4,4,5,5-tetramethyl-2-(4,4,5,5-tetramethyl-1,3,2-dioxaborolan-2-yl)-1,3,2-dioxaborolane), C1(=CCC=C1)P(C1=CC=CC=C1)C1=CC=CC=C1 (1-cyclopenta-1,4-dienyl-diphenyl-phosphane), N1CCNCCC1 (1,4-diazepane), CN(C)C(=[N+](C)C)ON1C2=C(C=CC=C2)N=N1.[B-](F)(F)(F)F (TBTU). Reagents/catalysts: Cl[Pd]Cl (dichloropalladium), [Pd] (palladium), [Fe] (iron). Run in ClCCl (dichloromethane), C(C)(=O)OCC (ethyl acetate), O1CCOCC1 (dioxane). Reaction conditions: temperature 140 celsius, time 2 hour. Yields the product NC=1N=CC(=NC1C=1SC(=NN1)C1=CC=CC=C1)C1=C(C#N)C=C(C=C1)C(=O)N1CCNCCC1 (2-[5-amino-6-(5-phenyl-1,3,4-thiadiazol-2-yl)pyrazin-2-yl]-5-(1,4-diazepane-1-carbonyl)benzonitrile). The yield is 25.0%. As a reaction SMILES: Br[C:2]1[CH:11]=[CH:10][C:5]([C:6]([O:8]C)=O)=[CH:4][C:3]=1[C:12]#[N:13].[C:14]([O-])(=O)[CH3:15].[K+].CC1(C)C(C)(C)OB(B2O[C:30]([CH3:33])(C)[C:29]([CH3:35])([CH3:34])O2)O1.[C:37]1(P(C2C=CC=CC=2)C2C=CC=CC=2)C=CC[CH:38]=1.C1(P(C2C=CC=CC=2)C2C=CC=CC=2)C=CC=CC=1.C(=O)([O-])[O-].[Na+].[Na+].Br[C:81]1[N:82]=[C:83]([C:88]2[S:89]C(C3C=CC=CC=3)=[N:91][N:92]=2)[C:84]([NH2:87])=[N:85][CH:86]=1.[NH:99]1[CH2:105]CC[NH:102][CH2:101][CH2:100]1.CN(C(ON1N=NC2C=CC=CC1=2)=[N+](C)C)C.[B-](F)(F)(F)F>O1CCOCC1.C(OCC)(=O)C.Cl[Pd]Cl.[Fe].[Pd].ClCCl>[NH2:87][C:84]1[N:85]=[CH:86][C:81]([C:2]2[CH:11]=[CH:10][C:5]([C:6]([N:102]3[CH2:15][CH2:14][CH2:105][NH:99][CH2:100][CH2:101]3)=[O:8])=[CH:4][C:3]=2[C:12]#[N:13])=[N:82][C:83]=1[C:88]1[S:89][C:35]([C:29]2[CH:30]=[CH:33][CH:38]=[CH:37][CH:34]=2)=[N:91][N:92]=1 |f:1.2,6.7.8,11.12|. Procedure: A mixture of methyl 4-bromo-3-cyano-benzoate (100 mg, 0.4166 mmol), potassium acetate (122.7 mg, 1.250 mmol), 4,4,5,5-tetramethyl-2-(4,4,5,5-tetramethyl-1,3,2-dioxaborolan-2-yl)-1,3,2-dioxaborolane (158.7 mg, 0.6249 mmol) and 1-cyclopenta-1,4-dienyl-diphenyl-phosphane; dichloromethane; dichloropalladium; iron (34.02 mg, 0.04166 mmol) was heated in dioxane (10 mL) at 80° C. for 2 h. After this time, the reaction mixture was cooled and palladium; triphenylphosphane (48.14 mg, 0.04166 mmol), sodium...